This data is from the Open Reaction Database (ORD), a public repository of structured organic reaction records. The task is: describe an organic reaction: reactants, conditions, products, and yield Reactants: ClC1=C2C(=C(N=N1)Cl)C(=NC(=C2)C2=CC=C(C=C2)OC)C (1,4-dichloro-7-(p-methoxyphenyl)-5-methylpyrido[3,4-d]pyridazine), N1CCOCC1 (morpholine). Reaction conditions: temperature 130 celsius. The product is COC1=CC=C(C=C1)C1=CC=2C(=C(N=NC2N2CCOCC2)N2CCOCC2)C(=N1)C (7-(p-methoxyphenyl)-5-methyl-1,4-dimorpholinopyrido[3,4-d]pyridazine). Reaction SMILES: Cl[C:2]1[N:7]=[N:6][C:5](Cl)=[C:4]2[C:9]([CH3:21])=[N:10][C:11]([C:13]3[CH:18]=[CH:17][C:16]([O:19][CH3:20])=[CH:15][CH:14]=3)=[CH:12][C:3]=12.[NH:22]1[CH2:27][CH2:26][O:25][CH2:24][CH2:23]1>>[CH3:20][O:19][C:16]1[CH:17]=[CH:18][C:13]([C:11]2[N:10]=[C:9]([CH3:21])[C:4]3=[C:5]([N:22]4[CH2:27][CH2:26][O:25][CH2:24][CH2:23]4)[N:6]=[N:7][C:2]([N:22]4[CH2:27][CH2:26][O:25][CH2:24][CH2:23]4)=[C:3]3[CH:12]=2)=[CH:14][CH:15]=1. Procedure details: 1.0 part by weight of 1,4-dichloro-7-(p-methoxyphenyl)-5-methylpyrido[3,4-d]pyridazine is added to 10 parts by volume of morpholine, and the resulting mixture is heated at 130°C for 3 hours. The excess amount of morpholine is removed by evaporating under reduced pressure, and water is added to the residue. The crude crystals are collected by filtration and recrystallized from ethanol to obtain 7-(p-methoxyphenyl)-5-methyl-1,4-dimorpholinopyrido[3,4-d]pyridazine as gray prisms melting at 206° to ... Reactants: CCNCC, C#CCCCc1cccc(OC)c1, CC(=O)O, [Cl-], C1COCCO1, O. The product is CCN(CC)CC#CCCCc1cccc(OC)c1. RXN SMILES: [CH2:15]([CH3:16])[NH:17][CH2:18][CH3:19].[CH3:1][O:2][c:3]1[cH:4][c:5]([CH2:9][CH2:10][CH2:11][C:12]#[CH:13])[cH:6][cH:7][cH:8]1.[CH3:27][C:28](=[O:29])[OH:30].[Cl-:20].[O:21]1[CH2:22][CH2:26][O:25][CH2:24][CH2:23]1.[OH2:14]>>[CH3:1][O:2][c:3]1[cH:4][c:5]([CH2:9][CH2:10][CH2:11][C:12]#[C:13][CH2:22][N:17]([CH2:15][CH3:16])[CH2:18][CH3:19])[cH:6][cH:7][cH:8]1. Reactants: BrB(Br)Br, COc1ccc2c3c1c(C)c(-c1ccc(O)cc1)n3CC(CCN1CCN(c3cc(C)ccn3)CC1)O2. Product: Cc1ccnc(N2CCN(CCC3Cn4c(-c5ccc(O)cc5)c(C)c5c(O)ccc(c54)O3)CC2)c1. As a reaction SMILES: [B:38]([Br:39])([Br:40])[Br:41].[OH:1][c:2]1[cH:3][cH:4][c:5](-[c:8]2[c:9]([CH3:37])[c:10]3[c:11]([O:35][CH3:36])[cH:12][cH:13][c:14]4[c:15]3[n:16]2[CH2:17][CH:18]([CH2:20][CH2:21][N:22]2[CH2:23][CH2:24][N:25]([c:28]3[n:29][cH:30][cH:31][c:32]([CH3:34])[cH:33]3)[CH2:26][CH2:27]2)[O:19]4)[cH:6][cH:7]1>>[OH:1][c:2]1[cH:3][cH:4][c:5](-[c:8]2[c:9]([CH3:37])[c:10]3[c:11]([OH:35])[cH:12][cH:13][c:14]4[c:15]3[n:16]2[CH2:17][CH:18]([CH2:20][CH2:21][N:22]2[CH2:23][CH2:24][N:25]([c:28]3[n:29][cH:30][cH:31][c:32]([CH3:34])[cH:33]3)[CH2:26][CH2:27]2)[O:19]4)[cH:6][cH:7]1.